From a dataset of the Open Reaction Database (ORD), a public repository of structured organic reaction records. describe an organic reaction: reactants, conditions, products, and yield Procedure: The title compound is prepared by reacting the compound of 3-{4-[3-(2-bromo-4-trifluoromethyl-phenoxy)-5-methyl-phenoxy]-2-methyl-phenyl}-propionic acid ethyl ester with 3-hydroxypyridine as in Example 45 to afford 0.044 g (31%). 1H NMR (400 MHz, CDCl3); HRMS (ES+) m/z exact mass calculated for C29H24NO5F3 524.1685, found 524.1680. Reaction SMILES: C([O:3][C:4](=[O:34])[CH2:5][CH2:6][C:7]1[CH:12]=[CH:11][C:10]([O:13][C:14]2[CH:19]=[C:18]([CH3:20])[CH:17]=[C:16]([O:21][C:22]3[CH:27]=[CH:26][C:25]([C:28]([F:31])([F:30])[F:29])=[CH:24][C:23]=3Br)[CH:15]=2)=[CH:9][C:8]=1[CH3:33])C.[OH:35][C:36]1[CH:37]=[N:38][CH:39]=[CH:40][CH:41]=1>>[CH3:33][C:8]1[CH:9]=[C:10]([O:13][C:14]2[CH:15]=[C:16]([O:21][C:22]3[CH:27]=[CH:26][C:25]([C:28]([F:30])([F:29])[F:31])=[CH:24][C:23]=3[O:35][C:36]3[CH:37]=[N:38][CH:39]=[CH:40][CH:41]=3)[CH:17]=[C:18]([CH3:20])[CH:19]=2)[CH:11]=[CH:12][C:7]=1[CH2:6][CH2:5][C:4]([OH:3])=[O:34]. The reactants are C(C)OC(CCC1=C(C=C(C=C1)OC1=CC(=CC(=C1)C)OC1=C(C=C(C=C1)C(F)(F)F)Br)C)=O (3-{4-[3-(2-bromo-4-trifluoromethyl-phenoxy)-5-methyl-phenoxy]-2-methyl-phenyl}-propionic acid ethyl ester), OC=1C=NC=CC1 (3-hydroxypyridine). The product is CC1=C(C=CC(=C1)OC1=CC(=CC(=C1)OC1=C(C=C(C=C1)C(F)(F)F)OC=1C=NC=CC1)C)CCC(=O)O (3-(2-Methyl-4-{3-methyl-5-[2-(pyridin-3-yloxy)-4-trifluoromethyl-phenoxy]-phenoxy}-phenyl)-propionic acid). Reactants: [Cl-].[Li+] (lithium chloride), O (water), C(C1=CC=CC=C1)OC(=O)N(C)CC1=C(C=CC(=C1)[N+](=O)[O-])C(C(=O)OCC)C#N (Ethyl 2-(2-((((benzyloxy)carbonyl)(methyl)amino)methyl)-4-nitrophenyl)-2-cyanoacetate). Solvent: CCOC(=O)C (EtOAc), CS(=O)C (DMSO). Run at temperature 130 celsius, time 2 hour. Product: C(#N)CC1=C(CN(C(OCC2=CC=CC=C2)=O)C)C=C(C=C1)[N+](=O)[O-] (Benzyl 2-(cyanomethyl)-5-nitrobenzyl(methyl)carbamate). Isolated yield 83.8%. RXN SMILES: [CH2:1]([O:8][C:9]([N:11]([CH2:13][C:14]1[CH:19]=[C:18]([N+:20]([O-:22])=[O:21])[CH:17]=[CH:16][C:15]=1[CH:23]([C:29]#[N:30])C(OCC)=O)[CH3:12])=[O:10])[C:2]1[CH:7]=[CH:6][CH:5]=[CH:4][CH:3]=1.[Cl-].[Li+].O>CS(C)=O.CCOC(C)=O>[C:29]([CH2:23][C:15]1[CH:16]=[CH:17][C:18]([N+:20]([O-:22])=[O:21])=[CH:19][C:14]=1[CH2:13][N:11]([CH3:12])[C:9](=[O:10])[O:8][CH2:1][C:2]1[CH:7]=[CH:6][CH:5]=[CH:4][CH:3]=1)#[N:30] |f:1.2|. Procedure: 36B (2.609 g, 6.34 mmol) was dissolved in DMSO (40 mL), lithium chloride (0.538 g, 12.68 mmol) and water (0.114 mL, 6.34 mmol) were added. The reaction mixture was stirred at 130° C. for 2 h, then cooled to rt, diluted with EtOAc (250 mL), washed with water (2×100 mL), brine (1×100 mL) and dried (Na2SO4). EtOAc was removed under reduced pressure and the residue was purified by flash chromatography (0-70% EtOAc/hexanes) to give 36C (1.803 g, 5.31 mmol, 84% yield) as a yellowish film. MS (ESI) m/z... Starting materials: BrC1=C(C=C(C=C1)C(C)=N[S@](=O)C(C)(C)C)C ((R)-2-methyl-propane-2-sulfinic acid [1-(4-bromo-3-methyl-phenyl)-ethylidene]-amide), C1(CC1)C1(CCN(C(O1)=O)[C@@H](C)C1=CC=C(C=C1)C1=CC(N(C=C1)C)=O)CC(C)(C)O (6-cyclopropyl-6-(2-hydroxy-2-methylpropyl)-3-((S)-1-(4-(1-methyl-2-oxo-1,2-dihydropyridin-4-yl)phenyl)ethyl)-1,3-oxazinan-2-one). Yields the product BrC1=C(C=C(C=C1)[C@H](C)N[S@](=O)C(C)(C)C)C ((R)-2-Methyl-propane-2-sulfinic acid [(S)-1-(4-bromo-3-methyl-phenyl)-ethyl]-amide). RXN SMILES: [Br:1][C:2]1[CH:7]=[CH:6][C:5]([C:8](=[N:10][S@@:11]([C:13]([CH3:16])([CH3:15])[CH3:14])=[O:12])[CH3:9])=[CH:4][C:3]=1[CH3:17].C1(C2(CC(O)(C)C)OC(=O)N([C@H](C3C=CC(C4C=CN(C)C(=O)C=4)=CC=3)C)CC2)CC1>>[Br:1][C:2]1[CH:7]=[CH:6][C:5]([C@@H:8]([NH:10][S@@:11]([C:13]([CH3:16])([CH3:15])[CH3:14])=[O:12])[CH3:9])=[CH:4][C:3]=1[CH3:17]. Reported procedure: The title compound was prepared from (R)-2-methyl-propane-2-sulfinic acid [1-(4-bromo-3-methyl-phenyl)-ethylidene]-amide following a procedure analogous to that described in Step 2 of Intermediate 1. LC-MS (Method 5): tR=4.04 min; Mass spectrum (ESI+): m/z=318/320 (Br) [M+H]+. The reactants are NC(=S)N (thiourea), COC(=O)C1=CC=CC2=CC(=CC=C12)CC(CC(=O)OCC)=O (6-(3-ethoxycarbonyl-2-oxo-propyl)-naphthalene-1-carboxylic acid methyl ester), potassium tert-butyrate, aq. solution, [Li+].[OH-] (LiOH). Run in solution, [OH-].[Na+] (NaOH), CCOC(=O)C (EtOAc), C(C)(C)(C)O (tert-butanol). Run at temperature 100 celsius, time 50 minute. Product: O=C1C=C(NC(N1)=S)CC=1C=C2C=CC=C(C2=CC1)C(=O)O (6-(6-Oxo-2-thioxo-1,2,3,6-tetrahydro-pyrimidin-4-ylmethyl)-naphthalene-1-carboxylic acid). Reaction SMILES: [NH2:1][C:2]([NH2:4])=[S:3].C[O:6][C:7]([C:9]1[C:18]2[C:13](=[CH:14][C:15]([CH2:19][C:20](=O)[CH2:21][C:22](OCC)=[O:23])=[CH:16][CH:17]=2)[CH:12]=[CH:11][CH:10]=1)=[O:8].[Li+].[OH-]>C(O)(C)(C)C.[OH-].[Na+].CCOC(C)=O>[O:23]=[C:22]1[NH:4][C:2](=[S:3])[NH:1][C:20]([CH2:19][C:15]2[CH:14]=[C:13]3[C:18](=[CH:17][CH:16]=2)[C:9]([C:7]([OH:8])=[O:6])=[CH:10][CH:11]=[CH:12]3)=[CH:21]1 |f:2.3,5.6|. Reported procedure: 3.46 g (45.4 mMol) thiourea are added to a solution of 29.7 mMol 6-(3-ethoxycarbonyl-2-oxo-propyl)-naphthalene-1-carboxylic acid methyl ester in 25 ml tert-butanol. Then 13.3 g (119 mMol) potassium tert-butyrate are added (exothermic). After 50 min, the mixture is heated for 4.5 h in an oil bath of 100° C. Cooling to rt gives an almost solid mixture, which is redissolved by addition of 59 ml of a 1 M aq. solution of LiOH and stirring during 40 min. This solution is diluted with 500 ml of a 0.33 ... The reactants are [OH-].[Na+] (sodium hydroxide), O=C1CCC=2C=CC=3C(=CC=4C(SC3C12)=CCCC4)C(=O)O (1-oxo-2,3,9,10-tetrahydro-1H-benzo[b]indeno[5,4-f]thiepin-6-carboxylic acid), [BH4-].[Na+] (sodium borohydride). Run in O (water). Reaction conditions: time 15 minute. Yields the product OC1CCC=2C=CC=3C(=CC=4C(SC3C12)=CCCC4)C(=O)O ((±)-1-Hydroxy-2,3,9,10-tetrahydro-1H-benzo[b]indeno-[5,4-f]thiepin-6-carboxylic acid). As a reaction SMILES: [O:1]=[C:2]1[C:15]2[C:14]3[S:13][C:12]4=[CH:16][CH2:17][CH2:18][CH:19]=[C:11]4[CH:10]=[C:9]([C:20]([OH:22])=[O:21])[C:8]=3[CH:7]=[CH:6][C:5]=2[CH2:4][CH2:3]1.[OH-].[Na+].[BH4-].[Na+]>O>[OH:1][CH:2]1[C:15]2[C:14]3[S:13][C:12]4=[CH:16][CH2:17][CH2:18][CH:19]=[C:11]4[CH:10]=[C:9]([C:20]([OH:22])=[O:21])[C:8]=3[CH:7]=[CH:6][C:5]=2[CH2:4][CH2:3]1 |f:1.2,3.4|. Procedure: A suspension of 1-oxo-2,3,9,10-tetrahydro-1H-benzo[b]indeno[5,4-f]thiepin-6-carboxylic acid (3.10 g, 10 mmole) in water (60 ml) was stirred during the addition of 1N sodium hydroxide solution (10 ml). After stirring for 15 minutes the mixture was treated with sodium borohydride (0.95 g, 25 mmole) in portions and the reaction mixture was stirred at room temperature overnight. Careful acidification of the mixture with 10% hydrochloric acid precipitated the racemic title compound which was collecte... Starting materials: Cl, [Na+], [Na], [OH-], O, CC1CC(=O)N(O)C(=O)C1(O)C(=O)O. Product: CC(CC(=O)O)C(O)(C(=O)O)C(=O)NO. Reaction SMILES: [ClH:19].[Na+:17].[Na:1].[OH-:16].[OH2:18].[OH:2][N:3]1[C:4](=[O:15])[C:5]([C:11](=[O:12])[OH:13])([OH:14])[CH:6]([CH3:10])[CH2:7][C:8]1=[O:9]>>[OH:2][NH:3][C:4]([C:5]([CH:6]([CH2:7][C:8](=[O:9])[OH:16])[CH3:10])([C:11](=[O:12])[OH:13])[OH:14])=[O:15]. Reactants: C([O-])([O-])=O.[K+].[K+] (potassium carbonate), C(CCCCCCC)N (n-octylamine), C1=C(C=CC2=CC=CC=C12)OCCCCCl (4-(2-naphthyloxy)-1-chlorobutane). Solvent: CS(=O)C (DMSO), O (water). Run at temperature 140 celsius. Yields the product C(CCCCCCC)NCCC(C)OC1=CC2=CC=CC=C2C=C1 (N-(n-octyl)-(3-(napthalen-2-yloxy)butyl)amine). As a reaction SMILES: [C:1](=O)([O-])[O-].[K+].[K+].[CH2:7]([NH2:15])[CH2:8][CH2:9][CH2:10][CH2:11][CH2:12][CH2:13][CH3:14].[CH:16]1[C:25]2[C:20](=[CH:21][CH:22]=[CH:23][CH:24]=2)[CH:19]=[CH:18][C:17]=1[O:26][CH2:27][CH2:28][CH2:29]CCl>CS(C)=O.O>[CH2:7]([NH:15][CH2:29][CH2:28][CH:27]([O:26][C:17]1[CH:18]=[CH:19][C:20]2[C:25](=[CH:24][CH:23]=[CH:22][CH:21]=2)[CH:16]=1)[CH3:1])[CH2:8][CH2:9][CH2:10][CH2:11][CH2:12][CH2:13][CH3:14] |f:0.1.2|. Reported procedure: A mixture of anhydrous potassium carbonate (10 gm, in excess) and n-octylamine (0.33 ml, 0.003 mole) was taken in dry DMSO (40 ml). Now 4-(2-naphthyloxy)-1-chlorobutane (0.5 gm, 0.002 mole) was added in it. Reaction mixture was refluxed at 140° C. for 7 hrs and the reaction was completed as checked by TLC. Reaction mixture was poured in distilled water (60 ml) and extracted with ethyl acetate thrice. The organic layer was separated and concentrated to get oily compound which was later crystalliz... Starting materials: CC1=C(COC1=O)N1C(C2(C=C1)CCN(CC2)C(=O)OC(C)(C)C)=O (tert-Butyl 2-(4-methyl-5-oxo-2,5-dihydrofuran-3-yl)-1-oxo-2,8-diazaspiro[4.5]dec-3-ene-8-carboxylate), C(=O)(C(F)(F)F)O (TFA). Product: CC1=C(COC1=O)N1C(C2(C=C1)CCNCC2)=O (2-(4-Methyl-5-oxo-2,5-dihydrofuran-3-yl)-2,8-diazaspiro[4.5]dec-3-en-1-one). RXN SMILES: [CH3:1][C:2]1[C:6](=[O:7])[O:5][CH2:4][C:3]=1[N:8]1[CH:12]=[CH:11][C:10]2([CH2:17][CH2:16][N:15](C(OC(C)(C)C)=O)[CH2:14][CH2:13]2)[C:9]1=[O:25].C(O)(C(F)(F)F)=O>>[CH3:1][C:2]1[C:6](=[O:7])[O:5][CH2:4][C:3]=1[N:8]1[CH:12]=[CH:11][C:10]2([CH2:17][CH2:16][NH:15][CH2:14][CH2:13]2)[C:9]1=[O:25]. Procedure: The title compound was prepared from tert-Butyl 2-(4-methyl-5-oxo-2,5-dihydrofuran-3-yl)-1-oxo-2,8-diazaspiro[4.5]dec-3-ene-8-carboxylate using TFA in an analogous fashion to that described for making 1-19, Step B. LC/MS: [(M+1)]+=249. The reactants are ClC1=CC=NC2=CC=C(C=C12)F (4-chloro-6-fluoroquinoline), CN(C)C=O (DMF). The reagents and catalysts are [C-]#N.[Zn+2].[C-]#N (zinc cyanide), C1(=CC=CC=C1)P(C1=CC=CC=C1)C1=CC=CC=C1.C1(=CC=CC=C1)P(C1=CC=CC=C1)C1=CC=CC=C1.C1(=CC=CC=C1)P(C1=CC=CC=C1)C1=CC=CC=C1.C1(=CC=CC=C1)P(C1=CC=CC=C1)C1=CC=CC=C1.[Pd] (palladium (0) tetrakis(triphenylphosphine)). Run in C(C)(=O)OCC (ethyl acetate). Product: FC=1C=C2C(=CC=NC2=CC1)C#N (6-fluoroquinoline-4-carbonitrile). RXN SMILES: Cl[C:2]1[C:11]2[C:6](=[CH:7][CH:8]=[C:9]([F:12])[CH:10]=2)[N:5]=[CH:4][CH:3]=1.[CH3:13][N:14](C=O)C>C(OCC)(=O)C.[C-]#N.[Zn+2].[C-]#N.C1(P(C2C=CC=CC=2)C2C=CC=CC=2)C=CC=CC=1.C1(P(C2C=CC=CC=2)C2C=CC=CC=2)C=CC=CC=1.C1(P(C2C=CC=CC=2)C2C=CC=CC=2)C=CC=CC=1.C1(P(C2C=CC=CC=2)C2C=CC=CC=2)C=CC=CC=1.[Pd]>[F:12][C:9]1[CH:10]=[C:11]2[C:6](=[CH:7][CH:8]=1)[N:5]=[CH:4][CH:3]=[C:2]2[C:13]#[N:14] |f:3.4.5,6.7.8.9.10|. Reported procedure: A mixture of 4-chloro-6-fluoroquinoline (APOLLO) (1120 mg, 6.17 mmol), zinc cyanide (1450 mg, 12.3 mmol) and palladium (0) tetrakis(triphenylphosphine)(713 mg, 0.617 mmol) in dry DMF (15 ml) was treated with microwave (160° C., 30 min.). The mixture was diluted with ethyl acetate and filtered through a pad of celite. To the filtrate was added toluene (ca.20 ml) and the organic layer was washed with water (×2), brine, dried and concentrated in vacuo to give crude product. The crude product was pu... Starting materials: ClC1=NC2=CC=C(C=C2C(=N1)Cl)Cl (2,4,6-trichloroquinazoline), C(C1=CC=2OCOC2C=C1)N (piperonylamine). Run in C(C)O (ethanol). Run at temperature 55 celsius. The product is O1COC2=C1C=CC(=C2)CNC2=NC(=NC1=CC=C(C=C21)Cl)Cl (4-((1,3-Benzodioxol-5-ylmethyl)amino)-2,6-dichloro quinazoline). Yield: 96.2%. As a reaction SMILES: [Cl:1][C:2]1[N:11]=[C:10](Cl)[C:9]2[C:4](=[CH:5][CH:6]=[C:7]([Cl:13])[CH:8]=2)[N:3]=1.[CH2:14]([NH2:24])[C:15]1[CH:23]=[CH:22][C:21]2[O:20][CH2:19][O:18][C:17]=2[CH:16]=1>C(O)C>[O:20]1[C:21]2[CH:22]=[CH:23][C:15]([CH2:14][NH:24][C:10]3[C:9]4[C:4](=[CH:5][CH:6]=[C:7]([Cl:13])[CH:8]=4)[N:3]=[C:2]([Cl:1])[N:11]=3)=[CH:16][C:17]=2[O:18][CH2:19]1. Reported procedure: A solution of 2,4,6-trichloroquinazoline (0.186 g, 0.80 mmol) in ethanol (20 ml) was heated to 55° C. and piperonylamine (0.145 g, 0.96 mmol) was added. The resulting mixture was stirred at 55° C. over night. Volatiles were evaporated and the residue was partitioned between methylene chloride and saturated solution of ammonium hydroxide. The organic phase was dried over anhydrous sodium sulfate and concentrated in vacuo to yield 0.268 g (96% yield) of the title compound as a white solid. 1H NMR ...